This data is from the Open Reaction Database (ORD), a public repository of structured organic reaction records. The task is: describe an organic reaction: reactants, conditions, products, and yield The reactants are F[C@H]1[C@@H](CN(CC1)C(=O)OC(C)(C)C)O (trans-tert-butyl 4-fluoro-3-hydroxypiperidine-1-carboxylate), CC1=CC=C(C=C1)S(=O)(=O)Cl (4-methylbenzene-1-sulfonyl chloride). Run in N1=CC=CC=C1 (pyridine). Conditions: time 18 hour. Yields the product F[C@H]1[C@@H](CN(CC1)C(=O)OC(C)(C)C)OS(=O)(=O)C1=CC=C(C)C=C1 (trans-tert-butyl 4-fluoro-3-(tosyloxy)piperidine-1-carboxylate). The yield is 75.0%. Reaction SMILES: [F:1][C@@H:2]1[CH2:7][CH2:6][N:5]([C:8]([O:10][C:11]([CH3:14])([CH3:13])[CH3:12])=[O:9])[CH2:4][C@H:3]1[OH:15].[CH3:16][C:17]1[CH:22]=[CH:21][C:20]([S:23](Cl)(=[O:25])=[O:24])=[CH:19][CH:18]=1>N1C=CC=CC=1>[F:1][C@@H:2]1[CH2:7][CH2:6][N:5]([C:8]([O:10][C:11]([CH3:12])([CH3:14])[CH3:13])=[O:9])[CH2:4][C@H:3]1[O:15][S:23]([C:20]1[CH:21]=[CH:22][C:17]([CH3:16])=[CH:18][CH:19]=1)(=[O:25])=[O:24]. Procedure details: A mixture of trans-tert-butyl 4-fluoro-3-hydroxypiperidine-1-carboxylate (3.10 g, 14.1 mmol) and 4-methylbenzene-1-sulfonyl chloride (5.39 g, 28.3 mmol) in pyridine (20 mL) was stirred at room temperature for 18 hours. The pyridine was removed in vacuo, and the residue was dissolved in ethyl acetate (30 mL), washed with brine, dried (sodium sulfate) and concentrated in vacuo. The residue obtained was purified by flash chromatography on silica gel (hexane:ethyl acetate 2:1) to give trans-tert-but...